Task: describe an organic reaction: reactants, conditions, products, and yield. Dataset: the Open Reaction Database (ORD), a public repository of structured organic reaction records Reactants: N1=CC=C(C=C1)C(=O)C1N(CCCC1)C(=O)OC(C)(C)C (tert-butyl 4-picolinoylpiperidine-1-carboxylate), Cl (HCl), CCN(C(C)C)C(C)C (DIPEA), CN1C=NC(=C1)S(=O)(=O)Cl (1-methylimidazole-4-sulfonyl chloride). Solvent: O1CCOCC1 (1,4-dioxane), O1CCOCC1 (dioxane). Reaction conditions: time 1 hour. Product: CN1C=NC(=C1)S(=O)(=O)N1CCC(CC1)C(=O)C1=NC=CC=C1 ((1-(1-Methyl-1H-imidazol-4-ylsulfonyl)piperidin-4-yl)(pyridine-2-yl)methanone). The yield is 84.1%. Reaction SMILES: [N:1]1[CH:6]=[CH:5][C:4]([C:7]([CH:9]2[CH2:14][CH2:13][CH2:12][CH2:11][N:10]2C(OC(C)(C)C)=O)=[O:8])=[CH:3][CH:2]=1.Cl.CCN(C(C)C)C(C)C.[CH3:32][N:33]1[CH:37]=[C:36]([S:38](Cl)(=[O:40])=[O:39])[N:35]=[CH:34]1>O1CCOCC1>[CH3:32][N:33]1[CH:37]=[C:36]([S:38]([N:12]2[CH2:13][CH2:14][CH:9]([C:7]([C:4]3[CH:3]=[CH:2][CH:1]=[CH:6][N:5]=3)=[O:8])[CH2:10][CH2:11]2)(=[O:40])=[O:39])[N:35]=[CH:34]1. Reported procedure: To a solution of 6 (950 mg, 3.27 mmol) in 1,4-dioxane (5 mL) was added 4 N HCl in dioxane (10 mL) and stirred for 1 h. The solvent was removed under vacuum. The residue was dissolved in CH2Cl2 (10 mL), added DIPEA (1.94 mL, 10.8 mmol) and 1-methylimidazole-4-sulfonyl chloride (589 mg, 3.27 mmol). The reaction was stirred for 18 h at room temperature. The reaction mixture was washed with 2 N NaOH (10 mL), dried over MgSO4 and concentrated under vacuum to afford 7 as a light orange oil (920 mg, 84... Reactants: CNC, CCOC(C)=O, ClCCl, O=C(Cl)C=C1CCCc2ccc(F)cc21. Product: CN(C)C(=O)C=C1CCCc2ccc(F)cc21. RXN SMILES: [CH3:1][NH:2][CH3:3].[CH3:22][CH2:23][O:24][C:25](=[O:26])[CH3:27].[Cl:19][CH2:20][Cl:21].[F:4][c:5]1[cH:6][cH:7][c:8]2[c:13]([cH:14]1)[C:12](=[CH:15][C:16](=[O:17])[Cl:18])[CH2:11][CH2:10][CH2:9]2>>[CH3:1][N:2]([CH3:3])[C:16]([CH:15]=[C:12]1[CH2:11][CH2:10][CH2:9][c:8]2[cH:7][cH:6][c:5]([F:4])[cH:14][c:13]21)=[O:17]. Starting materials: CCO (EtOH), C(=O)([O-])[O-].[Na+].[Na+] (Na2CO3), BrC1=CC(=CC=C1)S(=O)(=O)C(F)(F)F (1-Bromo-3-trifluoromethylsulfonyl benzene), N1=CC=C(C=C1)B(O)O (4-pyridine-boronic acid). Reagents/catalysts: C=1C=CC(=CC1)[P](C=2C=CC=CC2)(C=3C=CC=CC3)[Pd]([P](C=4C=CC=CC4)(C=5C=CC=CC5)C=6C=CC=CC6)([P](C=7C=CC=CC7)(C=8C=CC=CC8)C=9C=CC=CC9)[P](C=1C=CC=CC1)(C=1C=CC=CC1)C=1C=CC=CC1 (Pd(PPh3)4). Solvent: C(Cl)Cl (CH2Cl2), C1(=CC=CC=C1)C (toluene). Conditions: temperature 90 celsius. The product is FC(S(=O)(=O)C=1C=C(C=CC1)C1=CC=NC=C1)(F)F (4-(3-Trifluoromethylsulfonyl-phenyl)-pyridine). As a reaction SMILES: Br[C:2]1[CH:7]=[CH:6][CH:5]=[C:4]([S:8]([C:11]([F:14])([F:13])[F:12])(=[O:10])=[O:9])[CH:3]=1.[N:15]1[CH:20]=[CH:19][C:18](B(O)O)=[CH:17][CH:16]=1.CCO.C([O-])([O-])=O.[Na+].[Na+]>C1(C)C=CC=CC=1.C1C=CC([P]([Pd]([P](C2C=CC=CC=2)(C2C=CC=CC=2)C2C=CC=CC=2)([P](C2C=CC=CC=2)(C2C=CC=CC=2)C2C=CC=CC=2)[P](C2C=CC=CC=2)(C2C=CC=CC=2)C2C=CC=CC=2)(C2C=CC=CC=2)C2C=CC=CC=2)=CC=1.C(Cl)Cl>[F:12][C:11]([F:14])([F:13])[S:8]([C:4]1[CH:3]=[C:2]([C:18]2[CH:19]=[CH:20][N:15]=[CH:16][CH:17]=2)[CH:7]=[CH:6][CH:5]=1)(=[O:10])=[O:9] |f:3.4.5,^1:43,45,64,83|. Reported procedure: 1-Bromo-3-trifluoromethylsulfonyl benzene (580 mg) and 4-pyridine-boronic acid (275 mg) was dissolved in toluene (5 ml) and abs EtOH (5 ml). To the mixture was then added Na2CO3 (424 mg) and Pd(PPh3)4 (119 mg) under an atmosphere of Argon. The resulting mixture was heated to 90° C. for 18 h. Then CH2Cl2 was added and the organic phase was washed with water and dried (MgSO4), filtered and evaporated to dryness. The residue was then used without any further purification. (MS m/z (rel. intensity, 7... Starting materials: N1=CC(=C(C=C1)C)C (3,4-lutidine), [Se](=O)=O (selenium dioxide), O (water). Solvent: C1(=CC=CC=C1)OC1=CC=CC=C1 (diphenylether). Run at temperature 185 celsius, time 20 minute. Product: CC1=C(C(=O)O)C=CN=C1 (3-methylisonicotinic acid). Yield: 44.0%. RXN SMILES: [N:1]1[CH:6]=[CH:5][C:4]([CH3:7])=[C:3]([CH3:8])[CH:2]=1.[Se](=O)=[O:10].[OH2:12]>C1(OC2C=CC=CC=2)C=CC=CC=1>[CH3:8][C:3]1[CH:2]=[N:1][CH:6]=[CH:5][C:4]=1[C:7]([OH:10])=[O:12]. Procedure details: To a hot (155° C.) solution of 10.7 g (0.1 mol) of 3,4-lutidine in 100 mL diphenylether, was added 18 g (0.16 mol) selenium dioxide in portions. After about 20 minutes, the reaction was heated to 185° C. and allowed to react for approximately thirty minutes. After cooling, the reaction mixture was diluted with water and filtered. The filtrate was extracted with chloroform and the chloroform extracts were then concentrated under reduced pressure to provide 6.0 g of a pale brown solid. Starting materials: CC(C)(C)[Si](C)(C)OCCCCn1cc(C(F)(F)F)c(=O)[nH]c1=O, ClCCl, O=C(O)C(F)(F)F. The product is O=c1[nH]c(=O)n(CCCCO)cc1C(F)(F)F. Reaction SMILES: [C:1]([Si:2]([CH3:3])([CH3:4])[O:6][CH2:7][CH2:8][CH2:9][CH2:10][n:11]1[c:12](=[O:22])[nH:13][c:14](=[O:21])[c:15]([C:17]([F:18])([F:19])[F:20])[cH:16]1)([CH3:5])([CH3:23])[CH3:24].[Cl:32][CH2:33][Cl:34].[F:25][C:26]([F:27])([F:28])[C:29]([OH:30])=[O:31]>>[OH:6][CH2:7][CH2:8][CH2:9][CH2:10][n:11]1[c:12](=[O:22])[nH:13][c:14](=[O:21])[c:15]([C:17]([F:18])([F:19])[F:20])[cH:16]1.